From a dataset of the Open Reaction Database (ORD), a public repository of structured organic reaction records. describe an organic reaction: reactants, conditions, products, and yield The product is CCOC(=O)Cc1cc(Oc2ccc(Br)cc2C=O)ccc1Cl. The reactants are O=Cc1cc(Br)ccc1F, O=C([O-])[O-], CCOC(=O)Cc1cc(O)ccc1Cl, C1COCCO1, [K+], [K+]. RXN SMILES: [Br:15][c:16]1[cH:17][cH:18][c:19]([F:24])[c:20]([CH:21]=[O:22])[cH:23]1.[C:25](=[O:26])([O-:27])[O-:28].[CH2:1]([CH3:2])[O:3][C:4]([CH2:5][c:6]1[c:7]([Cl:13])[cH:8][cH:9][c:10]([OH:12])[cH:11]1)=[O:14].[CH2:31]1[O:32][CH2:33][CH2:34][O:35][CH2:36]1.[K+:29].[K+:30]>>[CH2:1]([CH3:2])[O:3][C:4]([CH2:5][c:6]1[c:7]([Cl:13])[cH:8][cH:9][c:10]([O:12][c:19]2[cH:18][cH:17][c:16]([Br:15])[cH:23][c:20]2[CH:21]=[O:22])[cH:11]1)=[O:14]. The reactants are C(=O)(O)C12CCC(CC1)(CC2)NCC(=O)N2[C@@H](C[C@@H](C2)F)C#N ((2S,4S)-1-[[N-(4-carboxybicyclo[2.2.2]oct-1-yl)amino]acetyl]-4-fluoropyrrolidine-2-carbonitrile), C(C)OC(CSC=1SC(=NN1)N)=O (ethyl[(5-amino-1,3,4-thiadiazol-2-yl)thio]acetate). The product is C(C)OC(=O)CSC1=NN=C(S1)NC(=O)C12CCC(CC1)(CC2)NCC(=O)N2[C@@H](C[C@@H](C2)F)C#N ((2S,4S)-1-[[N-[4-[N-(5-ethoxycarbonylmethylthio-1,3,4-thiadiazol-2-yl)amino]carbonylbicyclo[2.2.2]oct-1-yl]amino]acetyl]-4-fluoropyrrolidine-2-carbonitrile). The yield is 20.2%. Reaction SMILES: [C:1]([C:4]12[CH2:11][CH2:10][C:7]([NH:12][CH2:13][C:14]([N:16]3[CH2:20][C@@H:19]([F:21])[CH2:18][C@H:17]3[C:22]#[N:23])=[O:15])([CH2:8][CH2:9]1)[CH2:6][CH2:5]2)([OH:3])=O.[CH2:24]([O:26][C:27](=[O:36])[CH2:28][S:29][C:30]1[S:31][C:32]([NH2:35])=[N:33][N:34]=1)[CH3:25]>>[CH2:24]([O:26][C:27]([CH2:28][S:29][C:30]1[S:31][C:32]([NH:35][C:1]([C:4]23[CH2:5][CH2:6][C:7]([NH:12][CH2:13][C:14]([N:16]4[CH2:20][C@@H:19]([F:21])[CH2:18][C@H:17]4[C:22]#[N:23])=[O:15])([CH2:10][CH2:11]2)[CH2:8][CH2:9]3)=[O:3])=[N:33][N:34]=1)=[O:36])[CH3:25]. Reported procedure: In a similar manner to Example 87, (2S,4S)-1-[[N-(4-carboxybicyclo[2.2.2]oct-1-yl)amino]acetyl]-4-fluoropyrrolidine-2-carbonitrile (50.0 mg) and ethyl[(5-amino-1,3,4-thiadiazol-2-yl)thio]acetate (74.6 mg) were used to obtain (2S,4S)-1-[[N-[4-[N-(5-ethoxycarbonylmethylthio-1,3,4-thiadiazol-2-yl)amino]carbonylbicyclo[2.2.2]oct-1-yl]amino]acetyl]-4-fluoropyrrolidine-2-carbonitrile (16.4 mg). Reactants: NCCCCN(C1CC2=CC(=CC=C2CC1)OC)C (N-(4-aminobutyl)-7-methoxy-2-(R,S)-methylamino-1,2,3,4-tetrahydronaphthalene), Br (HBr). The product is Br.Br.NCCCCN(C1CC2=CC(=CC=C2CC1)O)C (N-(4-Aminobutyl)-7-hydroxy-2-(R,S)-methylamino-1,2,3,4-tetrahydronaphthalene, dihydrobromide). Yield: 100.0%. Reaction SMILES: [NH2:1][CH2:2][CH2:3][CH2:4][CH2:5][N:6]([CH3:19])[CH:7]1[CH2:16][CH2:15][C:14]2[C:9](=[CH:10][C:11]([O:17]C)=[CH:12][CH:13]=2)[CH2:8]1.[BrH:20]>>[BrH:20].[BrH:20].[NH2:1][CH2:2][CH2:3][CH2:4][CH2:5][N:6]([CH3:19])[CH:7]1[CH2:16][CH2:15][C:14]2[C:9](=[CH:10][C:11]([OH:17])=[CH:12][CH:13]=2)[CH2:8]1 |f:2.3.4|. Reported procedure: A mixture of N-(4-aminobutyl)-7-methoxy-2-(R,S)-methylamino-1,2,3,4-tetrahydronaphthalene (0.79 g, 3.0 mmol) and aqueous HBr (48%; 20 ml) was heated at reflux for 5 h, then evaporated in vacuo to give the title compound (1.2 g, 100%). Starting materials: CO (carbinol), C1(=CC=C(C=C1)S(=O)(=O)O)C (p-toluenesulfonic acid). Solvent: C1(=CC=CC=C1)C (toluene), C1(=CC=CC=C1)C (toluene). Product: C1(=CC=CC=C1)C(=C)C1=CC=CC=C1 (1,1-Diphenylethylene). Yield: 36321.4%. As a reaction SMILES: CO.[C:3]1([CH3:13])[CH:8]=[CH:7][C:6](S(O)(=O)=O)=[CH:5][CH:4]=1>C1(C)C=CC=CC=1>[C:3]1([C:13]([C:3]2[CH:8]=[CH:7][CH:6]=[CH:5][CH:4]=2)=[CH2:13])[CH:8]=[CH:7][CH:6]=[CH:5][CH:4]=1. Procedure details: Into a 1-liter reaction flask were introduced 200.23 g of the crude carbinol, 400 ml of toluene, and 1 g of p-toluenesulfonic acid (PTSA). Azeotropic dehydration was conducted for 2 hours with toluene refluxing (94-116° C.). After cooling, this reaction mixture was washed with water, with 2% aqueous soda ash solution, and then with water, dried with magnesium sulfate, and concentrated to obtain 190.09 g of crude 1,1-diphenylethylene (9a; R1=R2=H). This crude 1,1-diphenylethylene (9a) was distill... The reactants are BrC1=CC=C(CBr)C=C1 (p-bromobenzyl bromide), COC=1C=C2C(=C(NC2=CC1)C)CCC(=O)O (3-(5-Methoxy-2-methylindol-3-yl)propanoic acid), [Li]CCCC (n-BuLi), Cl (HCl). The solvent is C1CCOC1 (THF), C1CCOC1 (THF), CN(C)P(=O)(N(C)C)N(C)C (HMPA). Conditions: temperature 0 celsius, time 30 minute. Product: BrC1=CC=C(CN2C(=C(C3=CC(=CC=C23)OC)CCC(=O)O)C)C=C1 (3-[1-(p-Bromobenzyl)-5-methoxy-2-methylindol-3-yl)propanoic acid). Isolated yield 32.5%. As a reaction SMILES: [CH3:1][O:2][C:3]1[CH:4]=[C:5]2[C:9](=[CH:10][CH:11]=1)[NH:8][C:7]([CH3:12])=[C:6]2[CH2:13][CH2:14][C:15]([OH:17])=[O:16].[Li]CCCC.[Br:23][C:24]1[CH:31]=[CH:30][C:27]([CH2:28]Br)=[CH:26][CH:25]=1.Cl>C1COCC1.CN(P(N(C)C)(N(C)C)=O)C>[Br:23][C:24]1[CH:31]=[CH:30][C:27]([CH2:28][N:8]2[C:9]3[C:5](=[CH:4][C:3]([O:2][CH3:1])=[CH:11][CH:10]=3)[C:6]([CH2:13][CH2:14][C:15]([OH:17])=[O:16])=[C:7]2[CH3:12])=[CH:26][CH:25]=1. Procedure: To a cold (-78° C.) solution of the indole from Step 1 (877 mg, 4.04 mmol) in 40 mL of THF and 2.5 mL of HMPA was added n-BuLi (1.45M solution in hexanes, 5.6 mL, 8.12 mmol), giving a thick slurry. The mixture was warmed to 0° C., then cooled to -78° C. A solution of p-bromobenzyl bromide (1.18 g, 4.72 mmol) in 8 mL of THF was then added, and the mixture was warmed to room temperature. After 30 min, the reaction was poured into 1M HCl and extracted with ether. The organic layer was washed thrice... As a reaction SMILES: [N+:1]([C:4]1[CH:29]=[CH:28][C:7]([CH2:8][O:9][C:10]([N:12]2[CH2:16][C@H:15]([O:17][C:18](=[O:25])[C:19]3[CH:24]=[CH:23][CH:22]=[CH:21][CH:20]=3)[CH2:14][C@H:13]2[CH2:26][OH:27])=[O:11])=[CH:6][CH:5]=1)([O-:3])=[O:2].N1C=CN=C1.[Si:35](Cl)([C:38]([CH3:41])([CH3:40])[CH3:39])([CH3:37])[CH3:36]>CN(C)C=O.C(OCC)(=O)C>[N+:1]([C:4]1[CH:29]=[CH:28][C:7]([CH2:8][O:9][C:10]([N:12]2[CH2:16][C@H:15]([O:17][C:18](=[O:25])[C:19]3[CH:24]=[CH:23][CH:22]=[CH:21][CH:20]=3)[CH2:14][C@H:13]2[CH2:26][O:27][Si:35]([C:38]([CH3:41])([CH3:40])[CH3:39])([CH3:37])[CH3:36])=[O:11])=[CH:6][CH:5]=1)([O-:3])=[O:2]. Run at time 2 hour. Starting materials: [N+](=O)([O-])C1=CC=C(COC(=O)N2[C@@H](C[C@H](C2)OC(C2=CC=CC=C2)=O)CO)C=C1 ((2S,4R)-1-(p-Nitrobenzyloxycarbonyl)-2-hydroxymethyl-4-benzoyloxypyrrolidine), N1C=NC=C1 (imidazole), [Si](C)(C)(C(C)(C)C)Cl (t-butyldimethylsilyl chloride). Procedure details: (2S,4R)-1-(p-Nitrobenzyloxycarbonyl)-2-hydroxymethyl-4-benzoyloxypyrrolidine (1.09 g), imidazole (0.46 g) and t-butyldimethylsilyl chloride (0.49 g) were dissolved in 16.5 ml of dry dimethylformamide. The resulting mixture was stirred at room temperature for 2 hours, diluted with ethyl acetate, washed with water, dried over anhydrous magnesium sulfate and distilled to remove the solvent. The residue was purified by silica gel chromatography to obtain (2S,4R)-1-(p-nitrobenzyloxycarbonyl)-2-t-buty... The solvent is CN(C=O)C (dimethylformamide), C(C)(=O)OCC (ethyl acetate). The product is [N+](=O)([O-])C1=CC=C(COC(=O)N2[C@@H](C[C@H](C2)OC(C2=CC=CC=C2)=O)CO[Si](C)(C)C(C)(C)C)C=C1 ((2S,4R)-1-(p-nitrobenzyloxycarbonyl)-2-t-butyldimethylsilyloxymethyl-4-benzoyloxypyrrolidine). Reactants: BrC=1C=CC(=NC1)O[C@@H]1C[C@@H]2CN([C@H]1C2)C(=O)OC(C)(C)C ((1S,4R,6R)-tert-butyl 6-((5-bromopyridin-2-yl)oxy)-2-azabicyclo[2.2.1]heptane-2-carboxylate), Cl (HCl). Run in CCOC(=O)C (EtOAc), O1CCOCC1 (dioxane). Conditions: time 3.25 hour. Yields the product BrC=1C=CC(=NC1)O[C@@H]1C[C@@H]2CN[C@H]1C2 ((1S,4R,6R)-6-((5-bromopyridin-2-yl)oxy)-2-azabicyclo[2.2.1]heptane). Isolated yield 1177.2%. Reaction SMILES: [Br:1][C:2]1[CH:3]=[CH:4][C:5]([O:8][C@H:9]2[C@@H:14]3[CH2:15][C@@H:11]([CH2:12][N:13]3C(OC(C)(C)C)=O)[CH2:10]2)=[N:6][CH:7]=1.Cl>CCOC(C)=O.O1CCOCC1>[Br:1][C:2]1[CH:3]=[CH:4][C:5]([O:8][C@H:9]2[C@@H:14]3[CH2:15][C@@H:11]([CH2:12][NH:13]3)[CH2:10]2)=[N:6][CH:7]=1. Procedure: xHCl. To the title compound of step A (149 mg, 0.0404 mmol) in EtOAc (1.5 mL) was added 4M HCl in dioxane (5 mL). After 3.25 h, the reaction was concentrated to give the title compound of step B (128 mg) which was used without further purification. MS (ESI) mass calcd. for C11H13BrN2O, 268.0. m/z found 269.0 [M+H]+.